This data is from the Open Reaction Database (ORD), a public repository of structured organic reaction records. The task is: describe an organic reaction: reactants, conditions, products, and yield Reactants: FC=1C=C2C(=CNC2=CC1)C1CCC(CC1)=O (4-(5-fluoro-1H-indol-3-yl)-cyclohexanone), C(C)(=O)O (acetic acid), COC1=C(OCCN)C=CC=C1 ([2-(2-methoxy-phenoxy)-ethyl]-amine), C(C)(=O)O[BH-](OC(C)=O)OC(C)=O.[Na+] (sodium triacetoxyborohydride). Run in ClCCCl (1,2-dichloroethane). Reaction conditions: time 4 hour. Yields the product FC=1C=C2C(=CNC2=CC1)[C@H]1CC[C@H](CC1)NCCOC1=C(C=CC=C1)OC ([(cis)-4-(5-Fluoro-1H-indol-3-yl)-cyclohexyl]-[2-(2-methoxy-phenoxy)-ethyl]-amine). The yield is 70.3%. Reaction SMILES: [F:1][C:2]1[CH:3]=[C:4]2[C:8](=[CH:9][CH:10]=1)[NH:7][CH:6]=[C:5]2[CH:11]1[CH2:16][CH2:15][C:14](=O)[CH2:13][CH2:12]1.[CH3:18][O:19][C:20]1[CH:29]=[CH:28][CH:27]=[CH:26][C:21]=1[O:22][CH2:23][CH2:24][NH2:25].C(O[BH-](OC(=O)C)OC(=O)C)(=O)C.[Na+].C(O)(=O)C>ClCCCl>[F:1][C:2]1[CH:3]=[C:4]2[C:8](=[CH:9][CH:10]=1)[NH:7][CH:6]=[C:5]2[C@@H:11]1[CH2:16][CH2:15][C@H:14]([NH:25][CH2:24][CH2:23][O:22][C:21]2[CH:26]=[CH:27][CH:28]=[CH:29][C:20]=2[O:19][CH3:18])[CH2:13][CH2:12]1 |f:2.3|. Procedure details: A solution of 4-(5-fluoro-1H-indol-3-yl)-cyclohexanone (0.38 g, 1.6 mmol), [2-(2-methoxy-phenoxy)-ethyl]-amine (0.27 g, 1.6 mmol), sodium triacetoxyborohydride (0.5 g, 2.2 mmol) and acetic acid (0.06 ml, 1.8 mmol) in 1,2-dichloroethane (8 ml) was allowed to stir at room temperature for 4 hours. The reaction was quenched with 1N sodium hydroxide (10 ml), extracted with methylene chloride (3×60 ml) and washed with brine (3×60 ml). The organic layer was dried over anhydrous sodium sulfate and filte... Starting materials: ClC=1C=CC(=C(C1)C1=CC(N(C=C1OC)C(C(=O)NC1=CC=C(C(=O)OC(C)(C)C)C=C1)CC1COCCC1)=O)C#N (tert-butyl 4-({2-[4-(5-chloro-2-cyanophenyl)-5-methoxy-2-oxopyridin-1(2H)-yl]-3-(tetrahydro-2H-pyran-3-yl)propanoyl}amino)benzoate), C(=O)(C(F)(F)F)O (TFA). Product: ClC=1C=CC(=C(C1)C1=CC(N(C=C1OC)C(C(=O)NC1=CC=C(C(=O)O)C=C1)CC1COCCC1)=O)C#N (4-({2-[4-(5-Chloro-2-cyanophenyl)-5-methoxy-2-oxopyridin-1(2H)-yl]-3-(tetrahydro-2H-pyran-3-yl)propanoyl}amino)benzoic acid). RXN SMILES: [Cl:1][C:2]1[CH:3]=[CH:4][C:5]([C:41]#[N:42])=[C:6]([C:8]2[C:13]([O:14][CH3:15])=[CH:12][N:11]([CH:16]([CH2:33][CH:34]3[CH2:39][CH2:38][CH2:37][O:36][CH2:35]3)[C:17]([NH:19][C:20]3[CH:32]=[CH:31][C:23]([C:24]([O:26]C(C)(C)C)=[O:25])=[CH:22][CH:21]=3)=[O:18])[C:10](=[O:40])[CH:9]=2)[CH:7]=1.C(O)(C(F)(F)F)=O>>[Cl:1][C:2]1[CH:3]=[CH:4][C:5]([C:41]#[N:42])=[C:6]([C:8]2[C:13]([O:14][CH3:15])=[CH:12][N:11]([CH:16]([CH2:33][CH:34]3[CH2:39][CH2:38][CH2:37][O:36][CH2:35]3)[C:17]([NH:19][C:20]3[CH:32]=[CH:31][C:23]([C:24]([OH:26])=[O:25])=[CH:22][CH:21]=3)=[O:18])[C:10](=[O:40])[CH:9]=2)[CH:7]=1. Procedure details: 712 mg (purity 85%, 1.02 mmol) of tert-butyl 4-({2-[4-(5-chloro-2-cyanophenyl)-5-methoxy-2-oxopyridin-1(2H)-yl]-3-(tetrahydro-2H-pyran-3-yl)propanoyl}amino)benzoate (mixture of racemic diastereomers) were hydrolysed with TFA according to General Method 2. Yield: 209 mg (38% of theory)